This data is from the Open Reaction Database (ORD), a public repository of structured organic reaction records. The task is: describe an organic reaction: reactants, conditions, products, and yield Reactants: [H-].[Na+] (Sodium hydride), C(C1=CC=CC=C1)OC(=O)N1CCC(CC1)C1=CNC2=CC=C(C=C12)C#N (1-benzyloxycarbonyl-4-(5-cyanoindol-3-yl)piperidine), CS(=O)(=O)Cl (methanesulfonyl chloride). Run in C(C)(=O)OCC (ethyl acetate), CN(C=O)C (dimethylformamide). Reaction conditions: time 30 minute. Product: C(C1=CC=CC=C1)OC(=O)N1CCC(CC1)C1=CN(C2=CC=C(C=C12)C#N)S(=O)(=O)C (1-benzyloxycarbonyl-4-(5-cyano-1-methanesulfonylindol-3-yl)piperidine). The yield is 54.0%. RXN SMILES: [H-].[Na+].[CH2:3]([O:10][C:11]([N:13]1[CH2:18][CH2:17][CH:16]([C:19]2[C:27]3[C:22](=[CH:23][CH:24]=[C:25]([C:28]#[N:29])[CH:26]=3)[NH:21][CH:20]=2)[CH2:15][CH2:14]1)=[O:12])[C:4]1[CH:9]=[CH:8][CH:7]=[CH:6][CH:5]=1.[CH3:30][S:31](Cl)(=[O:33])=[O:32]>CN(C)C=O.C(OCC)(=O)C>[CH2:3]([O:10][C:11]([N:13]1[CH2:14][CH2:15][CH:16]([C:19]2[C:27]3[C:22](=[CH:23][CH:24]=[C:25]([C:28]#[N:29])[CH:26]=3)[N:21]([S:31]([CH3:30])(=[O:33])=[O:32])[CH:20]=2)[CH2:17][CH2:18]1)=[O:12])[C:4]1[CH:9]=[CH:8][CH:7]=[CH:6][CH:5]=1 |f:0.1|. Procedure details: Sodium hydride (115 mg, 4.8 mmol) was added to a solution of 1-benzyloxycarbonyl-4-(5-cyanoindol-3-yl)piperidine (1.5 g, 4.17 mmol) [prepared as described in Step 1 above] in dimethylformamide (12 ml) at 0° C. After 30 min., methanesulfonyl chloride (0.81 ml, 10.43 mmol) was added and after stirring for 2.5 h the reaction mixture was allowed to warm to RT over 1 h. The reaction mixture was diluted with ethyl acetate (100 ml) and washed with water, brine and dried over MgSO4. The organics were ev...